From a dataset of the Open Reaction Database (ORD), a public repository of structured organic reaction records. describe an organic reaction: reactants, conditions, products, and yield Reactants: ClC=1C=C(C=CC1)C=1C=C(C=NC1OC)CN1N=C(N=C1)C(=O)OC (methyl 1-((5-(3-chlorophenyl)-6-methoxypyridin-3-yl)methyl)-1H-1,2,4-triazole-3-carboxylate), N (ammonia), N (ammonia). The solvent is CO (methanol), CO (methanol), CO (methanol). The product is ClC=1C=C(C=CC1)C=1C=C(C=NC1OC)CN1N=C(N=C1)C(=O)N (1-{[5-(3-Chlorophenyl)-6-methoxypyridin-3-yl]methyl}-1H-1,2,4-triazole-3-carboxamide). Isolated yield 77.0%. RXN SMILES: [Cl:1][C:2]1[CH:3]=[C:4]([C:8]2[CH:9]=[C:10]([CH2:16][N:17]3[CH:21]=[N:20][C:19]([C:22]([O:24]C)=O)=[N:18]3)[CH:11]=[N:12][C:13]=2[O:14][CH3:15])[CH:5]=[CH:6][CH:7]=1.[NH3:26]>CO>[Cl:1][C:2]1[CH:3]=[C:4]([C:8]2[CH:9]=[C:10]([CH2:16][N:17]3[CH:21]=[N:20][C:19]([C:22]([NH2:26])=[O:24])=[N:18]3)[CH:11]=[N:12][C:13]=2[O:14][CH3:15])[CH:5]=[CH:6][CH:7]=1. Procedure details: To a solution of methyl 1-((5-(3-chlorophenyl)-6-methoxypyridin-3-yl)methyl)-1H-1,2,4-triazole-3-carboxylate (Example 141, 103 mg, 0.28 mmol) in methanol (2 mL) was added ammonia in methanol (2 mL of 7N solution, 14 mmol). The mixture was heated using microwave irradiation at 130° C. for 20 min. The LC/MS showed incomplete conversion. To the reaction mixture was added more ammonia in methanol (2 mL, 14 mmol) and irradiated in a microwave at 120° C. for an additional 20 min. The solvent was remov...